Dataset: the Open Reaction Database (ORD), a public repository of structured organic reaction records. Task: describe an organic reaction: reactants, conditions, products, and yield Starting materials: C1CCOC1, COC(=O)c1c[nH]c2cc(-c3ccc(OCc4c(-c5c(Cl)cccc5Cl)noc4C(C)C)cc3C)ccc12, CO, [Na+], [OH-], O. The product is Cc1cc(OCc2c(-c3c(Cl)cccc3Cl)noc2C(C)C)ccc1-c1ccc2c(C(=O)O)c[nH]c2c1. Reaction SMILES: [CH2:43]1[O:44][CH2:45][CH2:46][CH2:47]1.[CH3:1][O:2][C:3](=[O:4])[c:5]1[cH:6][nH:7][c:8]2[cH:9][c:10](-[c:14]3[c:15]([CH3:38])[cH:16][c:17]([O:20][CH2:21][c:22]4[c:23](-[c:30]5[c:31]([Cl:37])[cH:32][cH:33][cH:34][c:35]5[Cl:36])[n:24][o:25][c:26]4[CH:27]([CH3:28])[CH3:29])[cH:18][cH:19]3)[cH:11][cH:12][c:13]12.[CH3:41][OH:42].[Na+:40].[OH-:39].[OH2:48]>>[O:2]=[C:3]([OH:4])[c:5]1[cH:6][nH:7][c:8]2[cH:9][c:10](-[c:14]3[c:15]([CH3:38])[cH:16][c:17]([O:20][CH2:21][c:22]4[c:23](-[c:30]5[c:31]([Cl:37])[cH:32][cH:33][cH:34][c:35]5[Cl:36])[n:24][o:25][c:26]4[CH:27]([CH3:28])[CH3:29])[cH:18][cH:19]3)[cH:11][cH:12][c:13]12. Reactants: CN1C(=C(C2=CC(=CC=C12)OCC1=CC=CC=C1)SC(C)C)C(=O)OCC (ethyl 1-methyl-3-[(1-methylethyl)thio]-5-(phenylmethoxy)-1H-indole-2-carboxylate), [NH2-].[Li+] (lithium amide). The product is CN1C(=C(C2=CC(=CC=C12)OCC1=CC=CC=C1)SC(C)C)C(=O)N (1-Methyl-3-[(1-methylethyl)thio]-5-(phenylmethoxy)-1H-indole-2-carboxamide). Isolated yield 78.0%. As a reaction SMILES: [CH3:1][N:2]1[C:10]2[C:5](=[CH:6][C:7]([O:11][CH2:12][C:13]3[CH:18]=[CH:17][CH:16]=[CH:15][CH:14]=3)=[CH:8][CH:9]=2)[C:4]([S:19][CH:20]([CH3:22])[CH3:21])=[C:3]1[C:23]([O:25]CC)=O.[NH2-:28].[Li+]>>[CH3:1][N:2]1[C:10]2[C:5](=[CH:6][C:7]([O:11][CH2:12][C:13]3[CH:18]=[CH:17][CH:16]=[CH:15][CH:14]=3)=[CH:8][CH:9]=2)[C:4]([S:19][CH:20]([CH3:22])[CH3:21])=[C:3]1[C:23]([NH2:28])=[O:25] |f:1.2|. Procedure: Prepared from ethyl 1-methyl-3-[(1-methylethyl)thio]-5-(phenylmethoxy)-1H-indole-2-carboxylate and lithium amide as described in Example 18. After evaporation of excess ammonia, the residue is treated with ice water. The insoluble material is filtered and washed with water, then recrystallized from ethyl acetate-hexane. Yield 78%; mp 151°-154° C. Starting materials: BrC1=CN=C2C(=N1)N(CCN2)CC2=C(C(=CC=C2F)F)Cl (7-bromo-1-(2-chloro-3,6-difluorobenzyl)-1,2,3,4-tetrahydropyrazino[2,3-b]pyrazine), CN1CCN(CC1)C1=NC=C(C=C1)B1OC(C)(C)C(C)(C)O1 (2-(4-Methylpiperazin-1-yl)pyridine-5-boronic acid pinacol ester). Yields the product ClC1=C(CN2CCNC=3C2=NC(=CN3)C3=CC(=NC=C3)N3CCN(CC3)C)C(=CC=C1F)F (1-(2-chloro-3,6-difluorobenzyl)-7-[2-(4-methylpiperazin-1-yl)pyridine-4-yl]-1,2,3,4-tetrahydropyrazino[2,3-b]pyrazine). Reaction SMILES: Br[C:2]1[N:7]=[C:6]2[N:8]([CH2:12][C:13]3[C:18]([F:19])=[CH:17][CH:16]=[C:15]([F:20])[C:14]=3[Cl:21])[CH2:9][CH2:10][NH:11][C:5]2=[N:4][CH:3]=1.[CH3:22][N:23]1[CH2:28][CH2:27][N:26]([C:29]2[CH:34]=[CH:33][C:32](B3OC(C)(C)C(C)(C)O3)=[CH:31][N:30]=2)[CH2:25][CH2:24]1>>[Cl:21][C:14]1[C:15]([F:20])=[CH:16][CH:17]=[C:18]([F:19])[C:13]=1[CH2:12][N:8]1[C:6]2=[N:7][C:2]([C:33]3[CH:32]=[CH:31][N:30]=[C:29]([N:26]4[CH2:25][CH2:24][N:23]([CH3:22])[CH2:28][CH2:27]4)[CH:34]=3)=[CH:3][N:4]=[C:5]2[NH:11][CH2:10][CH2:9]1. Procedure details: The entitled compound was prepared from 7-bromo-1-(2-chloro-3,6-difluorobenzyl)-1,2,3,4-tetrahydropyrazino[2,3-b]pyrazine and 2-(4-Methylpiperazin-1-yl)pyridine-5-boronic acid pinacol ester using Suzuki coupling conditions as described in Scheme 1. Reactants: CCn1nc(-c2ccc(S(C)(=O)=O)cc2)c(-c2ccc(F)cc2)c1C(F)(F)F, CCCC[Mg+], CCB(CC)CC, C1CCOC1, CC(=O)[O-], [Cl-], NOS(=O)(=O)O, [Na+], O. Product: CCn1nc(-c2ccc(S(N)(=O)=O)cc2)c(-c2ccc(F)cc2)c1C(F)(F)F. Reaction SMILES: [CH2:1]([CH3:2])[n:3]1[n:4][c:5](-[c:19]2[cH:20][cH:21][c:22]([S:25](=[O:26])(=[O:27])[CH3:28])[cH:23][cH:24]2)[c:6](-[c:12]2[cH:13][cH:14][c:15]([F:18])[cH:16][cH:17]2)[c:7]1[C:8]([F:9])([F:10])[F:11].[CH2:30]([Mg+:31])[CH2:32][CH2:33][CH3:34].[CH2:35]([B:36]([CH2:37][CH3:38])[CH2:39][CH3:40])[CH3:41].[CH2:53]1[O:54][CH2:55][CH2:56][CH2:57]1.[CH3:43][C:44](=[O:45])[O-:46].[Cl-:29].[NH2:47][O:48][S:49]([OH:50])(=[O:51])=[O:52].[Na+:42].[OH2:58]>>[CH2:1]([CH3:2])[n:3]1[n:4][c:5](-[c:19]2[cH:20][cH:21][c:22]([S:25](=[O:26])(=[O:27])[NH2:47])[cH:23][cH:24]2)[c:6](-[c:12]2[cH:13][cH:14][c:15]([F:18])[cH:16][cH:17]2)[c:7]1[C:8]([F:9])([F:10])[F:11]. Starting materials: C(C1=CC=CC=C1)OC1=C2C=CNC2=CC=C1 (4-Benzyloxyindole), [H-].[Na+] (NaH), C(C)(C)[Si](C(C)C)(C(C)C)Cl (triisopropylsilyl chloride). The solvent is C1CCOC1 (THF). Product: C(C)(C)[Si](N1C=CC=2C(=CC=CC12)O)(C(C)C)C(C)C (1-(triisopropylsilyl)-1H-indol-4-ol). Reaction SMILES: C([O:8][C:9]1[CH:17]=[CH:16][CH:15]=[C:14]2[C:10]=1[CH:11]=[CH:12][NH:13]2)C1C=CC=CC=1.[H-].[Na+].[CH:20]([Si:23](Cl)([CH:27]([CH3:29])[CH3:28])[CH:24]([CH3:26])[CH3:25])([CH3:22])[CH3:21]>C1COCC1>[CH:20]([Si:23]([CH:27]([CH3:29])[CH3:28])([CH:24]([CH3:26])[CH3:25])[N:13]1[C:14]2[CH:15]=[CH:16][CH:17]=[C:9]([OH:8])[C:10]=2[CH:11]=[CH:12]1)([CH3:22])[CH3:21] |f:1.2|. Reported procedure: 4-Benzyloxyindole (1 g) was treated with 60% oily NaH (135 mg) and triisopropylsilyl chloride (1 g) in THF, purified by flash chromatography (98/2 ethyl acetate/hexanes), then debenzylated in ethanol (35 mL) using Pearlman's catalyst (0.19 g) and a hydrogen balloon. Starting materials: (R,S)-2-methoxy-2-(2-methoxyphenyl)acetic acid, C[C@H]([C@H](C1=CC=CC=C1)O)[NH2+]C ((1S,2R)-(+)-ephedrine). Solvent: C(C)O (ethanol), C(C)O (ethanol). Yields the product C[C@@H]([C@@H](C=1C=CC=CC1)O)NC (ephedrine). Isolated yield 90.0%. As a reaction SMILES: [CH3:1][C@@H:2]([NH2+:11][CH3:12])[C@@H:3]([OH:10])[C:4]1[CH:9]=[CH:8][CH:7]=[CH:6][CH:5]=1>C(O)C>[CH3:1][C@H:2]([NH:11][CH3:12])[C@H:3]([OH:10])[C:4]1[CH:9]=[CH:8][CH:7]=[CH:6][CH:5]=1. Reported procedure: (R,S)-2-methoxy-2-(2-methoxyphenyl)acetic acid (20.75 g, 105.9 mM) was dissolved in hot ethanol (53 mL) and added quickly to a vigorously stirred, hot solution of (1S,2R)-(+)-ephedrine (17.5 g, 105.9 mM) in ethanol (50 mL). The mixture was allowed to cool to ambient temperature. The white solid obtained was collected by filtration and recrystallised from ethanol to give a crystalline ephedrine salt (15.65 g). This salt was dissolved in water (150 mL). The solution was acidified by adding 1 equiv... Reactants: product, C(#N)C1=NNC=N1 (3-cyano-1,2,4-triazole), C(C)(=O)O[C@H]1[C@H](OC(C)=O)[C@H](OC(C)=O)[C@H](O1)COC(C)=O (1,2,3,5-tetra-O-acetyl-β -D-ribofuranose), P(=O)(OC1=CC=C(C=C1)[N+](=O)[O-])(OC1=CC=C(C=C1)[N+](=O)[O-])[O-] (Bis(p-nitrophenyl) phosphate). Run in C(Cl)(Cl)Cl (chloroform). Conditions: time 15 minute. Yields the product C(#N)C1=NN(C=N1)[C@H]1[C@H](OC(C)=O)[C@H](OC(C)=O)[C@H](O1)COC(C)=O (3-cyano-1-(2,3,5-tri-O-acetyl-β -D-ribofuranosyl)-1,2,4-triazole). RXN SMILES: [C:1]([C:3]1[N:7]=[CH:6][NH:5][N:4]=1)#[N:2].C(O[C@@H:12]1[O:24][C@H:23]([CH2:25][O:26][C:27](=[O:29])[CH3:28])[C@@H:18]([O:19][C:20](=[O:22])[CH3:21])[C@H:13]1[O:14][C:15](=[O:17])[CH3:16])(=O)C.P([O-])(OC1C=CC([N+]([O-])=O)=CC=1)(OC1C=CC([N+]([O-])=O)=CC=1)=O>C(Cl)(Cl)Cl>[C:1]([C:3]1[N:7]=[CH:6][N:5]([C@@H:12]2[O:24][C@H:23]([CH2:25][O:26][C:27](=[O:29])[CH3:28])[C@@H:18]([O:19][C:20](=[O:22])[CH3:21])[C@H:13]2[O:14][C:15](=[O:17])[CH3:16])[N:4]=1)#[N:2]. Procedure: A mixture of 3-cyano-1,2,4-triazole (9.41 g., 0.10 mol) and 1,2,3,5-tetra-O-acetyl-β -D-ribofuranose (31.8 g., 0.10 mol) was heated in an oil bath maintained at 150°. Bis(p-nitrophenyl) phosphate (100 mg.) was added with stirring and heating at 150° under diminished pressure was continued for 15 min. The residue was dissolved in chloroform, the solution was filtered and the solvent was removed. Crystallization of the residue from ether provided 28.2 g. (80%) of product with M.P. 96-97°.